This data is from the Open Reaction Database (ORD), a public repository of structured organic reaction records. The task is: describe an organic reaction: reactants, conditions, products, and yield Reactants: CS(=O)(=O)Cl (methanesulfonyl chloride), FC=1C=C(C=NC1OC)NC1=C(C=C(C=N1)[C@@H](C)N1[C@H](CN(CC1)C(=O)OC(C)(C)C)C)C1=C2N=CN(C2=NC(=N1)C)C1OCCCC1 ((3S)-tert-butyl 4-((1R)-1-(6-(5-fluoro-6-methoxypyridin-3-ylamino)-5-(2-methyl-9-(tetrahydro-2H-pyran-2-yl)-9H-purin-6-yl)pyridin-3-yl)ethyl)-3-methylpiperazine-1-carboxylate), FC(C(=O)O)(F)F (trifluoroacetic acid), FC(S(=O)(=O)O)(F)F (trifluoromethanesulfonic acid). Run in C(Cl)Cl (DCM), O (water), [Cl-].[Na+].O (brine), C(Cl)Cl (DCM). Reaction conditions: time 1 hour. The product is FC=1C=C(C=NC1OC)NC1=NC=C(C=C1C1=C2N=CNC2=NC(=N1)C)[C@@H](C)N1[C@H](CN(CC1)S(=O)(=O)C)C (N-(5-fluoro-6-methoxypyridin-3-yl)-5-((R)-1-((S)-2-methyl-4-(methylsulfonyl)piperazin-1-yl)ethyl)-3-(2-methyl-9H-purin-6-yl)pyridin-2-amine). Isolated yield 4.6%. Reaction SMILES: [F:1][C:2]1[CH:3]=[C:4]([NH:10][C:11]2[N:16]=[CH:15][C:14]([C@H:17]([N:19]3[CH2:24][CH2:23][N:22](C(OC(C)(C)C)=O)[CH2:21][C@@H:20]3[CH3:32])[CH3:18])=[CH:13][C:12]=2[C:33]2[N:41]=[C:40]([CH3:42])[N:39]=[C:38]3[C:34]=2[N:35]=[CH:36][N:37]3C2CCCCO2)[CH:5]=[N:6][C:7]=1[O:8][CH3:9].FC(F)(F)C(O)=O.F[C:57](F)(F)[S:58](O)(=[O:60])=[O:59].CS(Cl)(=O)=O>C(Cl)Cl.O.[Cl-].[Na+].O>[F:1][C:2]1[CH:3]=[C:4]([NH:10][C:11]2[C:12]([C:33]3[N:41]=[C:40]([CH3:42])[N:39]=[C:38]4[C:34]=3[N:35]=[CH:36][NH:37]4)=[CH:13][C:14]([C@H:17]([N:19]3[CH2:24][CH2:23][N:22]([S:58]([CH3:57])(=[O:60])=[O:59])[CH2:21][C@@H:20]3[CH3:32])[CH3:18])=[CH:15][N:16]=2)[CH:5]=[N:6][C:7]=1[O:8][CH3:9] |f:6.7.8|. Reported procedure: A mixture of (3S)-tert-butyl 4-((1R)-1-(6-(5-fluoro-6-methoxypyridin-3-ylamino)-5-(2-methyl-9-(tetrahydro-2H-pyran-2-yl)-9H-purin-6-yl)pyridin-3-yl)ethyl)-3-methylpiperazine-1-carboxylate (0.180 g, 0.272 mmol) and trifluoroacetic acid (0.314 mL, 4.08 mmol) in DCM (10 mL) was treated with trifluoromethanesulfonic acid (0.01 mL) and allowed to stir under inert atmosphere for 1 h. The mixture was concentrated in vacuo, then THF (10 mL) was added to the residue and stirred 5 min. Then sodium carbona... The reactants are ClC1=C(C=C2C(C(=CN(C2=C1)NC)C(=O)O)=O)F (7-chloro-6-fluoro-1,4-dihydro-1-methylamino-4-oxo-3-quinolinecarboxylic acid), OC1CNCC1 (3-hydroxypyrrolidine). Solvent: N1=CC=CC=C1 (pyridine). Yields the product FC=1C=C2C(C(=CN(C2=CC1N1CC(CC1)O)NC)C(=O)O)=O (6-Fluoro-1,4-dihydro-7-(3-hydroxy-1-pyrrolidinyl)-1-methylamino-4-oxo-3-quinolinecarboxylic acid), product. Reaction SMILES: Cl[C:2]1[CH:11]=[C:10]2[C:5]([C:6](=[O:17])[C:7]([C:14]([OH:16])=[O:15])=[CH:8][N:9]2[NH:12][CH3:13])=[CH:4][C:3]=1[F:18].[OH:19][CH:20]1[CH2:24][CH2:23][NH:22][CH2:21]1>N1C=CC=CC=1>[F:18][C:3]1[CH:4]=[C:5]2[C:10](=[CH:11][C:2]=1[N:22]1[CH2:23][CH2:24][CH:20]([OH:19])[CH2:21]1)[N:9]([NH:12][CH3:13])[CH:8]=[C:7]([C:14]([OH:16])=[O:15])[C:6]2=[O:17]. Procedure: 6-Fluoro-1,4-dihydro-7-(3-hydroxy-1-pyrrolidinyl)-1-methylamino-4-oxo-3-quinolinecarboxylic acid [I; R=CH3NH, R"=H, Z=N=3-hydroxy-1-pyrrolidinyl] was prepared from 7.7 g of 7-chloro-6-fluoro-1,4-dihydro-1-methylamino-4-oxo-3-quinolinecarboxylic acid (Preparation 4A) and 9.75 g of 3-hydroxypyrrolidine in 30 ml of pyridine according to the procedure of Example 1. There was obtained 4.7 g of product as a yellow powder, m.p. 319°-321° C. (decompn.) when recrystallized from dimethylformamide. Reactants: O (Water), O=C(CC(=O)OCC)C (Ethyl 3-oxobutanoate), Cl.C(C)(N)=N (acetimidamide hydrochloride), C(C)[O-].[Na+] (sodium ethanolate). Solvent: C(C)O (ethanol). The product is CC1=NC(=CC(=N1)O)C (2,6-dimethylpyrimidin-4-ol). Isolated yield 35.9%. RXN SMILES: O=[C:2]([CH3:9])[CH2:3][C:4]([O:6]CC)=O.Cl.[C:11](=[NH:14])([NH2:13])[CH3:12].C([O-])C.[Na+].O>C(O)C>[CH3:12][C:11]1[N:14]=[C:4]([OH:6])[CH:3]=[C:2]([CH3:9])[N:13]=1 |f:1.2,3.4|. Procedure details: Ethyl 3-oxobutanoate (10.0 g, 77 mmol) and acetimidamide hydrochloride (7.23 g, 77 mmol) were added to the solution of sodium ethanolate (10.5 g, 154 mmol) in ethanol (200 mL). And the mixture was refluxed for 20 hours. Water (10 mL) was added to the mixture. The resultant mixture was concentrated to give a residue. The residue was purified by column chromatography (silica gel, dichloromethane/methanol=15:1) to give 2,6-dimethylpyrimidin-4-ol as a yellow solid (3.43 g, 36%). LRMS (M+H) m/z: calc... The reactants are CN, O=C(Cl)C(=O)Cl, ClCCl, O=C(O)CCCCCCCc1ccccc1. Yields the product CNC(=O)CCCCCCCc1ccccc1. As a reaction SMILES: [CH3:23][NH2:24].[Cl:17][C:18]([C:19]([Cl:20])=[O:21])=[O:22].[Cl:25][CH2:26][Cl:27].[c:1]1([CH2:7][CH2:8][CH2:9][CH2:10][CH2:11][CH2:12][CH2:13][C:14](=[O:15])[OH:16])[cH:2][cH:3][cH:4][cH:5][cH:6]1>>[c:1]1([CH2:7][CH2:8][CH2:9][CH2:10][CH2:11][CH2:12][CH2:13][C:14](=[O:16])[NH:24][CH3:23])[cH:2][cH:3][cH:4][cH:5][cH:6]1. The reactants are C(C1=CC=CC=C1)=NN(C(C)C)C=C(C#N)C#N (2-((2-benzylidene-1-isopropylhydrazinyl)-methylene)malononitrile), Cl (hydrochloric acid). Solvent: C(C)O (ethanol). Yields the product NC1=NN(C=C1C#N)C(C)C (3-amino-1-isopropyl-1H-pyrazole-4-carbonitrile). RXN SMILES: C(=[N:8][N:9]([CH:13]=[C:14]([C:17]#[N:18])[C:15]#[N:16])[CH:10]([CH3:12])[CH3:11])C1C=CC=CC=1.Cl>C(O)C>[NH2:18][C:17]1[C:14]([C:15]#[N:16])=[CH:13][N:9]([CH:10]([CH3:11])[CH3:12])[N:8]=1. Procedure: A mixture of Intermediate 2-((2-benzylidene-1-isopropylhydrazinyl)-methylene)malononitrile (9.42 g, 40 mmol), concentrated hydrochloric acid (5 ml), and ethanol (50 ml) was heated at reflux for 20 min. The reaction mixture was concentrated and ether (50 ml) was added. The mixture was sonicated, then the upper ether layer was discarded. To the residue was added 20 ml of 5N aqueous sodium hydroxide solution and the mixture was extracted with dichloromethane (3×). The organic layers were combined, ... The solvent is C1CCOC1 (THF), CO (methanol). As a reaction SMILES: C([O:4][C@H:5]1[CH2:31][CH2:30][C@@:29]2([CH3:32])[C@@H:7]([CH2:8][CH2:9][C@@H:10]3[C@@H:28]2[C@H:27]([O:33]C(=O)C)[C:26](=[O:37])[C@@:25]2([CH3:38])[C@H:11]3[CH2:12][C@@H:13]3[O:18][C@@:17]4([O:24][CH2:23][C@H:21]([CH3:22])[CH2:20][CH2:19]4)[C@@H:15]([CH3:16])[C@@H:14]32)[CH2:6]1)(=O)C.C[O-].[Na+]>CO.C1COCC1>[CH3:16][C@@H:15]1[C@:17]2([O:24][CH2:23][C@H:21]([CH3:22])[CH2:20][CH2:19]2)[O:18][C@H:13]2[CH2:12][C@@H:11]3[C@@:25]([CH3:38])([C@@H:14]12)[C:26](=[O:37])[C@@H:27]([OH:33])[C@H:28]1[C@H:10]3[CH2:9][CH2:8][C@@H:7]2[C@:29]1([CH3:32])[CH2:30][CH2:31][C@H:5]([OH:4])[CH2:6]2 |f:1.2|. Reactants: C(C)(=O)O[C@@H]1C[C@@H]2CC[C@H]3[C@@H]4C[C@H]5[C@H]([C@H](C)[C@]6(O5)CC[C@@H](C)CO6)[C@]4(C([C@H]([C@@H]3[C@]2(CC1)C)OC(C)=O)=O)C ((3β,5α, 11α,25R)-3,11-di(acetoxy)spirostan-12-one), C[O-].[Na+] (sodium methoxide). Yields the product C[C@H]1[C@H]2[C@H](C[C@H]3[C@@H]4CC[C@H]5C[C@H](CC[C@]5(C)[C@H]4[C@@H](C([C@]23C)=O)O)O)O[C@]12CC[C@@H](C)CO2 ((3β,5α, 11α,25R)spirostan-3,11-diol-12-one). Reported procedure: (3β,5α, 11α,25R)-3,11-di(acetoxy)spirostan-12-one was saponified with sodium methoxide in methanol and THF to give the title compound.